From a dataset of the Open Reaction Database (ORD), a public repository of structured organic reaction records. describe an organic reaction: reactants, conditions, products, and yield The reactants are NC=1C(=NC=C(C1)Br)Cl (3-amino-5-bromo-2-chloropyridine), CS(=O)(=O)Cl (methanesulfonyl chloride), CS(=O)(=O)Cl (Methanesulfonyl chloride), CS(=O)(=O)Cl (methanesulfonyl chloride). Solvent: N1=CC=CC=C1 (pyridine). Reaction conditions: time 22 hour. Product: BrC=1C=C(C(=NC1)Cl)NS(=O)(=O)C (N-(5-Bromo-2-chloro-pyridin-3-yl)-methanesulfonamide). As a reaction SMILES: [NH2:1][C:2]1[C:3]([Cl:9])=[N:4][CH:5]=[C:6]([Br:8])[CH:7]=1.[CH3:10][S:11](Cl)(=[O:13])=[O:12]>N1C=CC=CC=1>[Br:8][C:6]1[CH:7]=[C:2]([NH:1][S:11]([CH3:10])(=[O:13])=[O:12])[C:3]([Cl:9])=[N:4][CH:5]=1. Procedure details: To a solution of 3-amino-5-bromo-2-chloropyridine (stage 152.1.2, 3.59 mmol) in pyridine (7 ml) was added methanesulfonyl chloride (Fluka, Buchs, Switzerland, 0.365 ml). The RM was stirred for 22 h at rt then was added methanesulfonyl chloride (0.2 ml), the RM was stirred for 5 h at rt. Methanesulfonyl chloride (0.2 ml) was added and the RM was stirred for 17 h at rt. The RM was evaporated to dryness and then taken in EtOAc, washed with aqueous NaHCO3, with brine, dried over Na2SO4, filtered and... Run in CCO (EtOH), CCOC(=O)C (EtOAc), CCO (EtOH). The reagents and catalysts are O=[Pt]=O (PtO2). Product: COC1=NC(=NC(=C1)OC)OCCN1N=CC(=C1)N (1-[2-(4,6-Dimethoxy-pyrimidin-2-yloxy)-ethyl]-1H-pyrazol-4-ylamine). As a reaction SMILES: [CH3:1][O:2][C:3]1[CH:8]=[C:7]([O:9][CH3:10])[N:6]=[C:5]([O:11][CH2:12][CH2:13][N:14]2[CH:18]=[C:17]([N+:19]([O-])=O)[CH:16]=[N:15]2)[N:4]=1>CCOC(C)=O.CCO.O=[Pt]=O>[CH3:10][O:9][C:7]1[CH:8]=[C:3]([O:2][CH3:1])[N:4]=[C:5]([O:11][CH2:12][CH2:13][N:14]2[CH:18]=[C:17]([NH2:19])[CH:16]=[N:15]2)[N:6]=1. Reaction conditions: time 3 hour. Procedure: To a solution of 4,6-dimethoxy-2-(2-(4-nitro-1H-pyrazol-1-yl)ethoxy)pyrimidine (2.05 g, 6.93 mmol), in EtOAc (3.0 mL, degassed) and EtOH (9 mL, degassed), PtO2 (135 mg, 0.70 mmol) was added and the reaction mixture was stirred at rt under a H2-atmosphere for 3 h. The mixture was diluted with EtOH, filtered over celite and the filter cake was rinsed with EtOH. The filtrate was concentrated to obtain the title compound as a red oil. LC-MS conditions A: tR=0.58 min, [M+H]+=266.02. The reactants are COC1=NC(=NC(=C1)OC)OCCN1N=CC(=C1)[N+](=O)[O-] (4,6-dimethoxy-2-(2-(4-nitro-1H-pyrazol-1-yl)ethoxy)pyrimidine). Reactants: Brc1cncnc1, Cc1ccccc1, C[Sn](C)(C)c1cc2nccc(Cl)c2s1. Yields the product Clc1ccnc2cc(-c3cncnc3)sc12. As a reaction SMILES: [Br:1][c:2]1[cH:3][n:4][cH:5][n:6][cH:7]1.[CH3:22][c:23]1[cH:24][cH:25][cH:26][cH:27][cH:28]1.[Cl:8][c:9]1[c:10]2[c:11]([n:12][cH:13][cH:14]1)[cH:15][c:16]([Sn:18]([CH3:19])([CH3:20])[CH3:21])[s:17]2>>[c:2]1(-[c:16]2[cH:15][c:11]3[c:10]([c:9]([Cl:8])[cH:14][cH:13][n:12]3)[s:17]2)[cH:3][n:4][cH:5][n:6][cH:7]1. Starting materials: aqueous solution, [OH-].[Na+] (sodium hydroxide), N1=C(N=CC=C1)C=1C=C(C=NC1)C(=O)OC (methyl 5-(pyrimidin-2-yl)pyridine-3-carboxylate). The solvent is O1CCOCC1 (dioxane), CO (methanol). Run at time 30 minute. The product is N1=C(N=CC=C1)C=1C=C(C=NC1)C(=O)O (5-(pyrimidin-2-yl)pyridine-3-carboxylic acid). Isolated yield 25.0%. Reaction SMILES: [OH-].[Na+].[N:3]1[CH:8]=[CH:7][CH:6]=[N:5][C:4]=1[C:9]1[CH:10]=[C:11]([C:15]([O:17]C)=[O:16])[CH:12]=[N:13][CH:14]=1>O1CCOCC1.CO>[N:3]1[CH:8]=[CH:7][CH:6]=[N:5][C:4]=1[C:9]1[CH:10]=[C:11]([C:15]([OH:17])=[O:16])[CH:12]=[N:13][CH:14]=1 |f:0.1|. Reported procedure: A 2 mol/L aqueous solution of sodium hydroxide (0.21 mL) was added to a solution mixture of the obtained methyl 5-(pyrimidin-2-yl)pyridine-3-carboxylate (30 mg) in dioxane (0.3 mL) and methanol (0.3 mL) at room temperature, followed by stirring at the same temperature for 1 hour and 30 minutes. The solvent was evaporated under reduced pressure, and water and toluene were added to the residue. The aqueous layer was separated and adjusted to a pH of 3.8 with 1 mol/L hydrochloric acid. The solid su...